Task: describe an organic reaction: reactants, conditions, products, and yield. Dataset: the Open Reaction Database (ORD), a public repository of structured organic reaction records The reactants are ClCCCl, CCN(C(C)C)C(C)C, O=C(O)C=Cc1ccccc1F, CN(C)C=O, On1nnc2ccccc21, CC(N)c1cccc(-c2cccnc2)c1. The product is CC(NC(=O)C=Cc1ccccc1F)c1cccc(-c2cccnc2)c1. As a reaction SMILES: [CH2:28]([Cl:29])[CH2:30][Cl:31].[CH:42]([N:43]([CH:44]([CH3:45])[CH3:46])[CH2:47][CH3:48])([CH3:49])[CH3:50].[F:1][c:2]1[c:3]([CH:8]=[CH:9][C:10](=[O:11])[OH:12])[cH:4][cH:5][cH:6][cH:7]1.[O:51]=[CH:52][N:53]([CH3:54])[CH3:55].[OH:32][n:33]1[c:34]2[c:35]([cH:36][cH:37][cH:38][cH:39]2)[n:40][n:41]1.[n:13]1[cH:14][c:15](-[c:19]2[cH:20][c:21]([CH:25]([CH3:26])[NH2:27])[cH:22][cH:23][cH:24]2)[cH:16][cH:17][cH:18]1>>[F:1][c:2]1[c:3]([CH:8]=[CH:9][C:10](=[O:12])[NH:27][CH:25]([c:21]2[cH:20][c:19](-[c:15]3[cH:14][n:13][cH:18][cH:17][cH:16]3)[cH:24][cH:23][cH:22]2)[CH3:26])[cH:4][cH:5][cH:6][cH:7]1.